Task: describe an organic reaction: reactants, conditions, products, and yield. Dataset: the Open Reaction Database (ORD), a public repository of structured organic reaction records The reactants are N1C=NC=C1 (imidazole), [OH-].[Na+] (NaOH), ClC1=C(C=CC(=C1)Cl)O (2,4-dichlorophenol). Solvent: CN(C)C=O (DMF). The product is ClC1=C(OCCCCCCN2C=NC=C2)C=C(C=C1)O (1-[6-(2-chloro-5-hydroxyphenoxy)hexyl]imidazole). Reaction SMILES: [NH:1]1[CH:5]=[CH:4][N:3]=[CH:2]1.[OH-:6].[Na+].Cl[C:9]1[CH:14]=[C:13]([Cl:15])[CH:12]=[CH:11][C:10]=1[OH:16]>CN(C=O)C>[Cl:15][C:13]1[CH:12]=[CH:11][C:10]([OH:16])=[CH:9][C:14]=1[O:6][CH2:13][CH2:14][CH2:9][CH2:10][CH2:11][CH2:12][N:1]1[CH:5]=[CH:4][N:3]=[CH:2]1 |f:1.2|. Procedure details: Add imidazole (25 g) and NaOH (15 g) to DMF (250 ml) and stir for I hour. Add the product of part (a) (8.65 g) and stir overnight. Evaporate the solvent, partition the resultant residue with water/dichloromethane (adjust aqueous layer to pH 7 with potassium phosphate), separate organic layer and evaporate solvent. Purify the resultant residue on a silica column to obtain the title compound, MS: m/z 295 (M+ +1). Starting materials: NC=1C(=C(C2=C(N(C(N(C2=O)C)=O)C)N1)C1=C(C=CC(=C1)F)OC)C#N (7-amino-5-(5-fluoro-2-methoxyphenyl)-1,3-dimethyl-2,4-dioxo-1,2,3,4-tetrahydropyrido[2,3-d]pyrimidine-6-carbonitrile), C25H27FN5O4, BrCC1=CC(=CC=C1)OC (1-(bromomethyl)-3-methoxybenzene), Compound 56. Product: NCC1=C(C2=C(N(C(N(C2=O)C)=O)C)N=C1NCC1=CC(=CC=C1)OC)C1=C(C=CC(=C1)F)OC (6-(aminomethyl)-5-(5-fluoro-2-methoxyphenyl)-7-(3-methoxybenzylamino)-1,3-dimethylpyrido[2,3-d]pyrimidine-2,4(1H,3H)-dione). RXN SMILES: [NH2:1][C:2]1[C:3]([C:25]#[N:26])=[C:4]([C:16]2[CH:21]=[C:20]([F:22])[CH:19]=[CH:18][C:17]=2[O:23][CH3:24])[C:5]2[C:10](=[O:11])[N:9]([CH3:12])[C:8](=[O:13])[N:7]([CH3:14])[C:6]=2[N:15]=1.Br[CH2:28][C:29]1[CH:34]=[CH:33][CH:32]=[C:31]([O:35][CH3:36])[CH:30]=1>>[NH2:26][CH2:25][C:3]1[C:2]([NH:1][CH2:28][C:29]2[CH:34]=[CH:33][CH:32]=[C:31]([O:35][CH3:36])[CH:30]=2)=[N:15][C:6]2[N:7]([CH3:14])[C:8](=[O:13])[N:9]([CH3:12])[C:10](=[O:11])[C:5]=2[C:4]=1[C:16]1[CH:21]=[C:20]([F:22])[CH:19]=[CH:18][C:17]=1[O:23][CH3:24]. Procedure details: The synthesis of title compounds started from Compound 70a and 1-(bromomethyl)-3-methoxybenzene, according to procedures described in the synthesis of Compound 56. MS [m+H] calc'd C25H27FN5O4 480; found 480. Reactants: CC(C)=O, ClCc1ccccn1, CC1(C)OB(c2ccc(O)c(F)c2)OC1(C)C, [K+], [K+], O=C([O-])[O-]. The product is CC1(C)OB(c2ccc(OCc3ccccn3)c(F)c2)OC1(C)C. As a reaction SMILES: [CH3:32][C:33](=[O:34])[CH3:35].[Cl:18][CH2:19][c:20]1[n:21][cH:22][cH:23][cH:24][cH:25]1.[F:1][c:2]1[c:3]([OH:17])[cH:4][cH:5][c:6]([B:8]2[O:9][C:10]([CH3:15])([CH3:16])[C:11]([CH3:13])([CH3:14])[O:12]2)[cH:7]1.[K+:26].[K+:27].[O-:28][C:29]([O-:30])=[O:31]>>[F:1][c:2]1[c:3]([O:17][CH2:19][c:20]2[n:21][cH:22][cH:23][cH:24][cH:25]2)[cH:4][cH:5][c:6]([B:8]2[O:9][C:10]([CH3:15])([CH3:16])[C:11]([CH3:13])([CH3:14])[O:12]2)[cH:7]1. Starting materials: C1(CCC1)N1CCC2=C(CC1)C=C(C(=C2)I)OCC2=CC=CC=C2 (3-cyclobutyl-7-iodo-8-[(phenylmethyl)oxy]-2,3,4,5-tetrahydro-1H-3-benzazepine), [C-]#N.[Na+] (sodium cyanide). The reagents and catalysts are C=1C=CC(=CC1)[P](C=2C=CC=CC2)(C=3C=CC=CC3)[Pd]([P](C=4C=CC=CC4)(C=5C=CC=CC5)C=6C=CC=CC6)([P](C=7C=CC=CC7)(C=8C=CC=CC8)C=9C=CC=CC9)[P](C=1C=CC=CC1)(C=1C=CC=CC1)C=1C=CC=CC1 (tetrakis(triphenylphosphine)palladium), [Cu]I (copper (I) iodide). Solvent: C(C)(=O)OCC (ethyl acetate), O1CCCC1 (tetrahydrofuran). Product: C1(CCC1)N1CCC2=C(CC1)C=C(C(=C2)C#N)OCC2=CC=CC=C2 (3-Cyclobutyl-8-[(phenylmethyl)oxy]-2,3,4,5-tetrahydro-1H-3-benzazepine-7-carbonitrile). Reaction SMILES: [CH:1]1([N:5]2[CH2:11][CH2:10][C:9]3[CH:12]=[C:13]([O:17][CH2:18][C:19]4[CH:24]=[CH:23][CH:22]=[CH:21][CH:20]=4)[C:14](I)=[CH:15][C:8]=3[CH2:7][CH2:6]2)[CH2:4][CH2:3][CH2:2]1.[C-:25]#[N:26].[Na+]>O1CCCC1.C(OCC)(=O)C.C1C=CC([P]([Pd]([P](C2C=CC=CC=2)(C2C=CC=CC=2)C2C=CC=CC=2)([P](C2C=CC=CC=2)(C2C=CC=CC=2)C2C=CC=CC=2)[P](C2C=CC=CC=2)(C2C=CC=CC=2)C2C=CC=CC=2)(C2C=CC=CC=2)C2C=CC=CC=2)=CC=1.[Cu]I>[CH:1]1([N:5]2[CH2:11][CH2:10][C:9]3[CH:12]=[C:13]([O:17][CH2:18][C:19]4[CH:24]=[CH:23][CH:22]=[CH:21][CH:20]=4)[C:14]([C:25]#[N:26])=[CH:15][C:8]=3[CH2:7][CH2:6]2)[CH2:4][CH2:3][CH2:2]1 |f:1.2,^1:42,44,63,82|. Procedure details: A mixture of 3-cyclobutyl-7-iodo-8-[(phenylmethyl)oxy]-2,3,4,5-tetrahydro-1H-3-benzazepine (E226) (250 mg, 0.58 mmol), tetrakis(triphenylphosphine)palladium (0) (33 mg, 0.029 mmol), copper (I) iodide (11 mg, 0.058 mmol) and sodium cyanide (56 mg, 1.15 mmol) in tetrahydrofuran (5 ml) was heated at reflux for 16 hours. The mixture was cooled and diluted with ethyl acetate, filtered through celite, washed with water then brine and dried over sodium sulfate and concentrated in vacuo. The crude mixtu...